Dataset: the Open Reaction Database (ORD), a public repository of structured organic reaction records. Task: describe an organic reaction: reactants, conditions, products, and yield Starting materials: CC1=C(OCC2=C(C=CC=C2)C(C(=O)NC)OC)C=C(C=C1)C (2-[2-(2,5-dimethylphenoxymethyl)phenyl]-2-methoxy-N-methylacetamide), COC=1C=CC(=CC1)P2(=S)SP(=S)(S2)C=3C=CC(=CC3)OC (Lawesson's reagent). The solvent is C1(=CC=CC=C1)C (toluene). Conditions: temperature 80 celsius, time 2 hour. The product is CC1=C(OCC2=C(C=CC=C2)C(C(=S)NC)OC)C=C(C=C1)C (2-[2-(2,5-dimethylphenoxymethyl)-phenyl]-2-methoxy-N-methylthioacetamide). Yield: 112.7%. RXN SMILES: [CH3:1][C:2]1[CH:22]=[CH:21][C:20]([CH3:23])=[CH:19][C:3]=1[O:4][CH2:5][C:6]1[CH:11]=[CH:10][CH:9]=[CH:8][C:7]=1[CH:12]([O:17][CH3:18])[C:13]([NH:15][CH3:16])=O.COC1C=CC(P2(SP(C3C=CC(OC)=CC=3)(=S)S2)=[S:33])=CC=1>C1(C)C=CC=CC=1>[CH3:1][C:2]1[CH:22]=[CH:21][C:20]([CH3:23])=[CH:19][C:3]=1[O:4][CH2:5][C:6]1[CH:11]=[CH:10][CH:9]=[CH:8][C:7]=1[CH:12]([O:17][CH3:18])[C:13]([NH:15][CH3:16])=[S:33]. Procedure details: A solution of 2-[2-(2,5-dimethylphenoxymethyl)phenyl]-2-methoxy-N-methylacetamide (0.12 g, 0.38 mmol) and Lawesson's reagent (0.14 g, 0.35 mmol) in toluene (5 ml) was heated with stirring at 80° C. for 2 hours. The mixture was cooled to room temperature, and purified by column chromatography on silica gel (n-hexane/ethyl acetate=4/1) to give the desired compound 2-[2-(2,5-dimethylphenoxymethyl)-phenyl]-2-methoxy-N-methylthioacetamide (0.13 g, 100%) as an oil. The yield is 1932.7%. The reactants are ClC1=CN=CC=2C=CC=C(C12)S(=O)(=O)Cl (4-chloro-5-isoquinolinesulfonyl chloride), C(C)(C)(C)OC(=O)N[C@@H]1CNCCC1 ((S)-3-(tert-butoxycarbonylamino)piperidine). As a reaction SMILES: [Cl:1][C:2]1[C:11]2[C:10]([S:12](Cl)(=[O:14])=[O:13])=[CH:9][CH:8]=[CH:7][C:6]=2[CH:5]=[N:4][CH:3]=1.[C:16]([O:20][C:21]([NH:23][C@H:24]1[CH2:29][CH2:28][CH2:27][NH:26][CH2:25]1)=[O:22])([CH3:19])([CH3:18])[CH3:17]>>[C:16]([O:20][C:21]([NH:23][C@H:24]1[CH2:29][CH2:28][CH2:27][N:26]([S:12]([C:10]2[C:11]3[C:2]([Cl:1])=[CH:3][N:4]=[CH:5][C:6]=3[CH:7]=[CH:8][CH:9]=2)(=[O:14])=[O:13])[CH2:25]1)=[O:22])([CH3:19])([CH3:17])[CH3:18].[NH2:23][C@H:24]1[CH2:29][CH2:28][CH2:27][N:26]([S:12]([C:10]2[C:11]3[C:2]([Cl:1])=[CH:3][N:4]=[CH:5][C:6]=3[CH:7]=[CH:8][CH:9]=2)(=[O:14])=[O:13])[CH2:25]1.[ClH:1]. The product is C(C)(C)(C)OC(=O)N[C@@H]1CN(CCC1)S(=O)(=O)C=1C=2C(=CN=CC2C=CC1)Cl ((S)-3-(tert-Butoxycarbonylamino)-1-(4-chloro-5-isoquinolinesulfonyl)-piperidine), N[C@@H]1CN(CCC1)S(=O)(=O)C=1C=2C(=CN=CC2C=CC1)Cl ((S)-3-Amino-1-(4-chloro-5-isoquinolinesulfonyl)piperidine), Cl (hydrochloride). Procedure: (S)-3-(tert-Butoxycarbonylamino)-1-(4-chloro-5-isoquinolinesulfonyl)-piperidine (Intermediate 18a) was prepared from 4-chloro-5-isoquinolinesulfonyl chloride (183 mg) and (S)-3-(tert-butoxycarbonylamino)piperidine (168 mg) according to the method described in Example 1-1, Step A, and then used in the method of Example 1-1, Step B in a similar manner to obtain the title compound as hydrochloride (164 mg). The reactants are OCC1CC2CCC1C2, O=Cc1cccc(O)c1. The product is O=Cc1cccc(OCC2CC3CCC2C3)c1. Reaction SMILES: [CH:1]12[CH:2]([CH2:8][OH:9])[CH2:3][CH:4]([CH2:5][CH2:6]1)[CH2:7]2.[OH:10][c:11]1[cH:12][c:13]([CH:14]=[O:15])[cH:16][cH:17][cH:18]1>>[CH:1]12[CH:2]([CH2:8][O:9][c:11]3[cH:12][c:13]([CH:14]=[O:15])[cH:16][cH:17][cH:18]3)[CH2:3][CH:4]([CH2:5][CH2:6]1)[CH2:7]2. Conditions: time 1 hour. Yields the product ClC1=CC=C(C(=O)C2=NOC(=C2NC(CBr)=O)C)C=C1 (N-[3-(4-Chlorobenzoyl)-5-methylisoxazol-4-yl]bromoacetamide). As a reaction SMILES: [Br:1][CH2:2][C:3](Br)=[O:4].[NH2:6][C:7]1[C:8]([C:13]([C:15]2[CH:20]=[CH:19][C:18]([Cl:21])=[CH:17][CH:16]=2)=[O:14])=[N:9][O:10][C:11]=1[CH3:12].C(=O)([O-])[O-].[Na+].[Na+].C(=O)(O)[O-].[Na+]>ClCCl.O>[Cl:21][C:18]1[CH:19]=[CH:20][C:15]([C:13]([C:8]2[C:7]([NH:6][C:3](=[O:4])[CH2:2][Br:1])=[C:11]([CH3:12])[O:10][N:9]=2)=[O:14])=[CH:16][CH:17]=1 |f:2.3.4,5.6|. Reported procedure: Bromoacetyl bromide (39 g, 194 mmoles) was added slowly to a mixture of (4-amino-5-methylisoxazol-3-yl)-4-chlorophenylmethanone of Example Vb (22.9 g, 97 mmoles) in dichloromethane (200 ml) with 2N sodium carbonate (200 ml) and saturated sodium bicarbonate (300 ml) at 5° C. After stirring for 1 hour, the mixture was diluted with dichloromethane (400 ml) and water (400 ml). The organics were washed with water, saturated sodium chloride, dried (sodium sulfate) and evaporated to give 34 g of a soli... The reactants are NC=1C(=NOC1C)C(=O)C1=CC=C(C=C1)Cl ((4-amino-5-methylisoxazol-3-yl)-4-chlorophenylmethanone), C([O-])([O-])=O.[Na+].[Na+] (sodium carbonate), C([O-])(O)=O.[Na+] (sodium bicarbonate), BrCC(=O)Br (Bromoacetyl bromide). Run in ClCCl (dichloromethane), ClCCl (dichloromethane), O (water). The reactants are CCCCc1noc(C)c1CO, ClCCl, O=S(Cl)Cl. Product: CCCCc1noc(C)c1CCl. Reaction SMILES: [CH2:1]([CH2:2][CH2:3][CH3:4])[c:5]1[n:6][o:7][c:8]([CH3:12])[c:9]1[CH2:10][OH:11].[Cl:17][CH2:18][Cl:19].[S:13]([Cl:14])([Cl:15])=[O:16]>>[CH2:1]([CH2:2][CH2:3][CH3:4])[c:5]1[n:6][o:7][c:8]([CH3:12])[c:9]1[CH2:10][Cl:15].